The task is: describe an organic reaction: reactants, conditions, products, and yield. This data is from the Open Reaction Database (ORD), a public repository of structured organic reaction records. Starting materials: COC(=O)c1cc(I)c(C(C)(F)F)cc1N, CCCC[Sn](CCCC)(CCCC)c1ccnn1C(C)C, C1COCCO1, Cl[Pd]Cl, c1ccc(P(c2ccccc2)c2ccccc2)cc1, c1ccc(P(c2ccccc2)c2ccccc2)cc1. Product: COC(=O)c1cc(-c2ccnn2C(C)C)c(C(C)(F)F)cc1N. Reaction SMILES: [CH3:1][O:2][C:3]([c:4]1[c:5]([NH2:15])[cH:6][c:7]([C:11]([CH3:12])([F:13])[F:14])[c:8]([I:10])[cH:9]1)=[O:16].[CH:17]([CH3:18])([CH3:19])[n:20]1[n:21][cH:22][cH:23][c:24]1[Sn:25]([CH2:26][CH2:27][CH2:28][CH3:29])([CH2:30][CH2:31][CH2:32][CH3:33])[CH2:34][CH2:35][CH2:36][CH3:37].[O:38]1[CH2:39][CH2:40][O:41][CH2:42][CH2:43]1.[Pd:44]([Cl:45])[Cl:46].[c:47]1([P:48]([c:49]2[cH:50][cH:51][cH:52][cH:53][cH:54]2)[c:55]2[cH:56][cH:57][cH:58][cH:59][cH:60]2)[cH:61][cH:62][cH:63][cH:64][cH:65]1.[c:66]1([P:67]([c:68]2[cH:69][cH:70][cH:71][cH:72][cH:73]2)[c:74]2[cH:75][cH:76][cH:77][cH:78][cH:79]2)[cH:80][cH:81][cH:82][cH:83][cH:84]1>>[CH3:1][O:2][C:3]([c:4]1[c:5]([NH2:15])[cH:6][c:7]([C:11]([CH3:12])([F:13])[F:14])[c:8](-[c:24]2[n:20]([CH:17]([CH3:18])[CH3:19])[n:21][cH:22][cH:23]2)[cH:9]1)=[O:16].